describe an organic reaction: reactants, conditions, products, and yield From a dataset of the Open Reaction Database (ORD), a public repository of structured organic reaction records. RXN SMILES: CN(C)[CH:3]=[O:4].[Na].[NH2:7][CH:8]1[C:15](=[O:16])[N:14]2[CH:9]1[S:10][CH2:11][C:12]([CH3:20])=[C:13]2[C:17]([OH:19])=[O:18].ClC[CH2:23][C:24]([CH3:29])([CH3:28])[C:25]([O-])=[O:26]>C(OC(=O)C)C>[C:25]([O:4][CH2:3][O:18][C:17]([C:13]1[N:14]2[CH:9]([S:10][CH2:11][C:12]=1[CH3:20])[CH:8]([NH2:7])[C:15]2=[O:16])=[O:19])(=[O:26])[C:24]([CH3:29])([CH3:28])[CH3:23] |^1:5|. Procedure: To 35 ml of dimethylformamide is added 7.5 g of the sodium salt of 7-amino-3-methyl-8-oxo-5-thia-1-azabicyclo[4.2.0]oct-2-ene-2-carboxylic acid and the solution is stirred at room teemperature for about 30 minutes after which 8 ml of chloromethylpivalate is added. Stirring is continued at room temperature for about 3 hours. The mixture is diluted with ethylacetate and washed with water. The organic layer is separated, evaporated to dryness, and the residue is recrystallized from ethylacetate to ... Run at time 3 hour. The solvent is C(C)OC(C)=O (ethylacetate). Yields the product C(C(C)(C)C)(=O)OCOC(=O)C=1N2C(C(C2SCC1C)N)=O (7-amino-3-methyl-8-oxo-5-thia-1-azabicyclo[4.2.0]oct-2-ene-2-carboxylic acid pivalyloxymethyl ester). Reactants: CN(C=O)C (dimethylformamide), [Na] (sodium), NC1C2SCC(=C(N2C1=O)C(=O)O)C (7-amino-3-methyl-8-oxo-5-thia-1-azabicyclo[4.2.0]oct-2-ene-2-carboxylic acid), ClCCC(C(=O)[O-])(C)C (chloromethylpivalate). The reactants are CCOC(=O)Cl, ClCCl, [Na+], O=C([O-])O, Nn1ccc2ccccc21. Product: CCOC(=O)Nn1ccc2ccccc21. Reaction SMILES: [Cl:16][C:17](=[O:18])[O:19][CH2:20][CH3:21].[Cl:22][CH2:23][Cl:24].[Na+:5].[O-:1][C:2]([OH:3])=[O:4].[n:6]1([NH2:15])[cH:7][cH:8][c:9]2[cH:10][cH:11][cH:12][cH:13][c:14]12>>[n:6]1([NH:15][C:17](=[O:18])[O:19][CH2:20][CH3:21])[cH:7][cH:8][c:9]2[cH:10][cH:11][cH:12][cH:13][c:14]12.